Dataset: the Open Reaction Database (ORD), a public repository of structured organic reaction records. Task: describe an organic reaction: reactants, conditions, products, and yield Reactants: C(C)O (ethanol), CC(C)(C)[O-].[K+] (t-BuOK), CC=1SC2=C(N1)CCCC2=O (5,6-dihydro-2-methylbenzo[d]thiazol-7(4H)-one), CC1=CC=C(C=C1)S(=O)(=O)C[N+]#[C-] (TOSMIC). The solvent is COCCOC (DME). Yields the product CC=1SC2=C(N1)CCCC2C#N (2-methyl-4,5,6,7-tetrahydrobenzo[d]thiazole-7-carbonitrile). As a reaction SMILES: [CH3:1][C:2]1[S:3][C:4]2[C:10](=O)[CH2:9][CH2:8][CH2:7][C:5]=2[N:6]=1.CC1C=CC(S([CH2:22][N+:23]#[C-])(=O)=O)=CC=1.C(O)C.CC([O-])(C)C.[K+]>COCCOC>[CH3:1][C:2]1[S:3][C:4]2[CH:10]([C:22]#[N:23])[CH2:9][CH2:8][CH2:7][C:5]=2[N:6]=1 |f:3.4|. Procedure: To a stirred and cooled solution of 5,6-dihydro-2-methylbenzo[d]thiazol-7(4H)-one (1.67 g, 10 mmol) and TOSMIC (2.5 g, 13 mmol) in a mixture of DME (25 mL) and absolute ethanol (25 mL) was added solid t-BuOK (2.8 g, 24 mmol) portionwise while keeping the reaction temperature between 5 and 10° C. The resulting mixture was stirred at room temperature for 30 minutes and at 30-45° C. for 30 minutes. The resulting suspension was cooled to room temperature. The precipitate (TosK) was removed by filtra... The reactants are [H][H] (hydrogen), O1C(CCC2=C1C1=C(C=C2)CCC1)C=O ((±)-2,3,4,7,8,9-hexahydrocyclopenta[h]-1-benzopyran-2-carboxaldehyde), C1(=CC=CC=C1)CN (benzenemethanamine), N-dimethylacetamide. Reagents/catalysts: [Pd] (palladium on activated carbon). The solvent is O(C(C)C)C(C)C (2,2'-oxybispropane). The product is C1(=CC=CC=C1)CNCC1OC2=C(CC1)C=CC1=C2CCC1 ((±)-2,3,4,7,8,9-hexahydro-N-(phenylmethyl)cyclopenta[h]-1-benzopyran-2-methanamine). The yield is 73.8%. As a reaction SMILES: [O:1]1[C:6]2[C:7]3[CH2:13][CH2:12][CH2:11][C:8]=3[CH:9]=[CH:10][C:5]=2[CH2:4][CH2:3][CH:2]1[CH:14]=O.[C:16]1([CH2:22][NH2:23])[CH:21]=[CH:20][CH:19]=[CH:18][CH:17]=1.[H][H]>O(C(C)C)C(C)C.[Pd]>[C:16]1([CH2:22][NH:23][CH2:14][CH:2]2[CH2:3][CH2:4][C:5]3[CH:10]=[CH:9][C:8]4[CH2:11][CH2:12][CH2:13][C:7]=4[C:6]=3[O:1]2)[CH:21]=[CH:20][CH:19]=[CH:18][CH:17]=1. Reported procedure: A mixture of intermediate (5-a) (0.03 mol) and benzenemethanamine (0.073 mol) in 2,2'-oxybispropane (250 ml) and N N-dimethylacetamide (10 ml) was hydrogenated with palladium on activated carbon (10%) (1 g) as a catalyst. After uptake of hydrogen (1 eq.), the catalyst was filtered off. The filtrate was evaporated. The residue was stirred in a mixture of water and 1, 1'-oxybisethane. The organic layer was separated, dried (MgSO4), filtered and the solvent was evaporated, yielding 6.5 g of (±)-2,3... Starting materials: C1COCCN1, CO, Cc1nc2c(Cl)nc(Cl)nc2s1. Yields the product Cc1nc2c(N3CCOCC3)nc(Cl)nc2s1. RXN SMILES: [CH2:13]1[CH2:14][O:15][CH2:16][CH2:17][NH:18]1.[CH3:19][OH:20].[Cl:1][c:2]1[n:3][c:4]([Cl:12])[c:5]2[c:6]([n:7]1)[s:8][c:9]([CH3:11])[n:10]2>>[Cl:1][c:2]1[n:3][c:4]([N:18]2[CH2:13][CH2:14][O:15][CH2:16][CH2:17]2)[c:5]2[c:6]([n:7]1)[s:8][c:9]([CH3:11])[n:10]2. Reactants: COC1=CC2=C(CCC(CC2)NCCOC)C=C1N (3-Methoxy-N*7*-(2-methoxy-ethyl)-6,7,8,9-tetrahydro-5H-benzocycloheptene-2,7-diamine), ( M ), ClC1=NC=C(C(=N1)NC1=C(C=CC=2NC(CN(CC21)S(=O)(=O)C)=O)OC)Cl (6-(2,5-Dichloro-pyrimidin-4-ylamino)-4-methanesulfonyl-7-methoxy-1,3,4,5-tetrahydro-benzo[e][1,4]diazepin-2-one), example 730. The product is ClC=1C(=NC(=NC1)NC=1C(=CC2=C(CCC(CC2)NCCOC)C1)OC)NC1=C(C=CC=2NC(CN(CC21)S(=O)(=O)C)=O)OC (6-{5-Chloro-2-[3-methoxy-7-(2-methoxy-ethylamino)-6,7,8,9-tetrahydro-5H-benzocyclohepten-2-ylamino]-pyrimidin-4-ylamino}-4-methanesulfonyl-7-methoxy-1,3,4,5-tetrahydro-benzo[e][1,4]diazepin-2-one). RXN SMILES: [CH3:1][O:2][C:3]1[C:18]([NH2:19])=[CH:17][C:6]2[CH2:7][CH2:8][CH:9]([NH:12][CH2:13][CH2:14][O:15][CH3:16])[CH2:10][CH2:11][C:5]=2[CH:4]=1.Cl[C:21]1[N:26]=[C:25]([NH:27][C:28]2[C:38]3[CH2:37][N:36]([S:39]([CH3:42])(=[O:41])=[O:40])[CH2:35][C:34](=[O:43])[NH:33][C:32]=3[CH:31]=[CH:30][C:29]=2[O:44][CH3:45])[C:24]([Cl:46])=[CH:23][N:22]=1>>[Cl:46][C:24]1[C:25]([NH:27][C:28]2[C:38]3[CH2:37][N:36]([S:39]([CH3:42])(=[O:41])=[O:40])[CH2:35][C:34](=[O:43])[NH:33][C:32]=3[CH:31]=[CH:30][C:29]=2[O:44][CH3:45])=[N:26][C:21]([NH:19][C:18]2[C:3]([O:2][CH3:1])=[CH:4][C:5]3[CH2:11][CH2:10][CH:9]([NH:12][CH2:13][CH2:14][O:15][CH3:16])[CH2:8][CH2:7][C:6]=3[CH:17]=2)=[N:22][CH:23]=1. Reported procedure: The title compound was prepared from 3-Methoxy-N*7*-(2-methoxy-ethyl)-6,7,8,9-tetrahydro-5H-benzocycloheptene-2,7-diamine and 6-(2,5-Dichloro-pyrimidin-4-ylamino)-4-methanesulfonyl-7-methoxy-1,3,4,5-tetrahydro-benzo[e][1,4]diazepin-2-one in an analogous manner to example 730 (0.017 g, 11%). Mp110-114° C.; LCMS (m/e) 660 (M); 1H-NMR (DMSO, 400 MHz) δ 10.28 (br, 1H), 8.58 (s, 1H), 8.05 (s, 1H), 7.42 (s, 1H), 7.35 (s, 1H), 7.20-7.14 (q, 2H, J=5.81 Hz), 6.70 (s, 1H), 6.56 (s, 1H), 6.39 (s, 1H), 4.40... Reactants: C(#N)CCCCCCCCN1N=C(C(=N1)C1=CC=CC=C1)C1=CC=CC=C1 (2-(8-Cyanooctyl)-4,5-diphenyltriazole), S(O)(O)(=O)=O (sulphuric acid), O (water), O (Water). Product: C(=O)(O)CCCCCCCCN1N=C(C(=N1)C1=CC=CC=C1)C1=CC=CC=C1 (2-(8-carboxyoctyl)-4,5-diphenyltriazole). Yield: 75.0%. As a reaction SMILES: [C:1]([CH2:3][CH2:4][CH2:5][CH2:6][CH2:7][CH2:8][CH2:9][CH2:10][N:11]1[N:15]=[C:14]([C:16]2[CH:21]=[CH:20][CH:19]=[CH:18][CH:17]=2)[C:13]([C:22]2[CH:27]=[CH:26][CH:25]=[CH:24][CH:23]=2)=[N:12]1)#N.S(=O)(=O)(O)[OH:29].[OH2:33]>>[C:1]([CH2:3][CH2:4][CH2:5][CH2:6][CH2:7][CH2:8][CH2:9][CH2:10][N:11]1[N:15]=[C:14]([C:16]2[CH:21]=[CH:20][CH:19]=[CH:18][CH:17]=2)[C:13]([C:22]2[CH:27]=[CH:26][CH:25]=[CH:24][CH:23]=2)=[N:12]1)([OH:29])=[O:33]. Procedure: 2-(8-Cyanooctyl)-4,5-diphenyltriazole (3.0 g) was treated with sulphuric acid (50 ml) and water (50 ml) and the mixture heated at reflux temperature for 4 hours. Water (200 ml) was added and the cooled mixture was extracted with ethyl acetate (3×75 ml), and the organic extracts combined and evaporated to give a solid. Recrystallisation from ethanol and water gave 2-(8-carboxyoctyl)-4,5-diphenyltriazole (2.37 g, 75%) as a white solid m.p. 84°-85° C. Found: C, 72.92; H, 7.20; N, 11.07%; C23H27N3O2... Starting materials: CCCCCC(=O)Cl, [Cl-], Cl, O, c1ccsc1. Product: CCCCCC(=O)c1cccs1. Reaction SMILES: [C:6]([CH2:7][CH2:8][CH2:9][CH2:10][CH3:11])(=[O:12])[Cl:13].[Cl-:14].[ClH:15].[OH2:16].[cH:1]1[cH:2][cH:3][s:4][cH:5]1>>[cH:1]1[cH:2][c:3]([C:6]([CH2:7][CH2:8][CH2:9][CH2:10][CH3:11])=[O:12])[s:4][cH:5]1. The reactants are ClC1=C(C=C(C=C1)[N+](=O)[O-])C(=O)C=1NC=CC1 ((2-chloro-5-nitro-phenyl)-(1H-pyrrol-2-yl)-methanone), C1CC(=O)N(C1=O)Br (NBS). Solvent: C1CCOC1 (THF). Run at time 8 hour. Yields the product BrC=1C=C(NC1)C(=O)C1=C(C=CC(=C1)[N+](=O)[O-])Cl ((4-bromo-1H-pyrrol-2-yl)-(2-chloro-5-nitro-phenyl)-methanone). Isolated yield 39.2%. RXN SMILES: [Cl:1][C:2]1[CH:7]=[CH:6][C:5]([N+:8]([O-:10])=[O:9])=[CH:4][C:3]=1[C:11]([C:13]1[NH:14][CH:15]=[CH:16][CH:17]=1)=[O:12].C1C(=O)N([Br:25])C(=O)C1>C1COCC1>[Br:25][C:16]1[CH:17]=[C:13]([C:11]([C:3]2[CH:4]=[C:5]([N+:8]([O-:10])=[O:9])[CH:6]=[CH:7][C:2]=2[Cl:1])=[O:12])[NH:14][CH:15]=1. Reported procedure: A mixture of (2-chloro-5-nitro-phenyl)-(1H-pyrrol-2-yl)-methanone (600 mg, 2.4 mmol) (from Aldrich, Milwaukee, Wis.) and NBS (504 mg, 2.8 mmol) in THF (60 mL) was stirred at room temperature for overnight. The reaction was concentrated, diluted with ethyl acetate (100 mL), washed wit 1N NaOH, brine and concentrated. The residue was recrystallized to give 310 mg (39%) of (4-bromo-1H-pyrrol-2-yl)-(2-chloro-5-nitro-phenyl)-methanone.